Dataset: the Open Reaction Database (ORD), a public repository of structured organic reaction records. Task: describe an organic reaction: reactants, conditions, products, and yield Reactants: [Na] (sodium), C(C)(C)O (isopropanol), [Na] (sodium), C1C(O1)CO (glycidol). Conditions: temperature 80 celsius, time 3 hour. The product is C(C)(C)OCC(CO)O (3-isopropoxy-1,2-propanediol). RXN SMILES: [Na].[CH2:2]1[O:4][CH:3]1[CH2:5][OH:6].[CH:7]([OH:10])([CH3:9])[CH3:8]>>[CH:7]([O:10][CH2:2][CH:3]([OH:4])[CH2:5][OH:6])([CH3:9])[CH3:8] |^1:0|. Reported procedure: Into a 3-L separable flask equipped with a stirrer and a condenser, 1200 g of isopropanol was introduced. Then 4.6 g of sodium was added and heated to 80° C. to dissolve. After complete dissolution of the sodium, 300 g of glycidol was dropped at 80° C. over 1 hour. After completion of the dropping, stirring was conducted for 3 hours. Then the stirring was stopped and the mixture was cooled to room temperature. At this time, the mixture separated into an upper layer and a lower layer. The upper l... Reactants: [Br-], C1CCOC1, CON(C)C(=O)c1cc(C)nc(CC(C)C)c1, C[Mg+]. The product is CC(=O)c1cc(C)nc(CC(C)C)c1. Reaction SMILES: [Br-:23].[CH2:18]1[O:19][CH2:20][CH2:21][CH2:22]1.[CH2:1]([CH:2]([CH3:3])[CH3:4])[c:5]1[cH:6][c:7]([C:8](=[O:9])[N:10]([O:11][CH3:12])[CH3:13])[cH:14][c:15]([CH3:17])[n:16]1.[CH3:24][Mg+:25]>>[CH2:1]([CH:2]([CH3:3])[CH3:4])[c:5]1[cH:6][c:7]([C:8](=[O:9])[CH3:18])[cH:14][c:15]([CH3:17])[n:16]1.